This data is from the Open Reaction Database (ORD), a public repository of structured organic reaction records. The task is: describe an organic reaction: reactants, conditions, products, and yield Reactants: COC(CCC(=O)C1=CC=C(C=C1)CCN1C=NC=C1)=O (4-{4-[2-(1-imidazolyl)-ethyl]-phenyl}-4-oxo-butyric acid methyl ester), [O-2].[Ba+2] (barium oxide), O.NN (hydrazine hydrate), C(C)O (ethanol). The solvent is O (water). Reaction conditions: temperature 0 celsius, time 10 minute. The product is N1(C=NC=C1)CCC1=CC=C(C=C1)C=1CCC(NN1)=O (6-{4-[2-(1-Imidazolyl)-ethyl]-phenyl}-3-oxo-2,3,4,5-tetrahydro-pyridazine). Reaction SMILES: C[O:2][C:3](=O)[CH2:4][CH2:5][C:6]([C:8]1[CH:13]=[CH:12][C:11]([CH2:14][CH2:15][N:16]2[CH:20]=[CH:19][N:18]=[CH:17]2)=[CH:10][CH:9]=1)=O.[O-2].[Ba+2].O.[NH2:25][NH2:26].C(O)C>O>[N:16]1([CH2:15][CH2:14][C:11]2[CH:12]=[CH:13][C:8]([C:6]3[CH2:5][CH2:4][C:3](=[O:2])[NH:25][N:26]=3)=[CH:9][CH:10]=2)[CH:20]=[CH:19][N:18]=[CH:17]1 |f:1.2,3.4|. Procedure details: A mixture of 7.5 g of 4-{4-[2-(1-imidazolyl)-ethyl]-phenyl}-4-oxo-butyric acid methyl ester, 0.2 g of barium oxide, 1.3 g of hydrazine hydrate and 30 ml of ethanol is stirred at 0° C. for 10 minutes and then at room temperature for 2 hours, and is subsequently heated under reflux for 1 hour. The reaction mixture is diluted with water and extracted with chloroform and the extract is washed with water and dried over Na2SO4. The solvent is stripped off and the residue is purified by column chromato... Starting materials: COC=1C=CC2=C(CCN(C(N2)=O)C2CCN(CC2)C2=CC(=NC=N2)C(=O)O)C1 (6-[4-(7-methoxy-2-oxo-1,2,4,5-tetrahydro-1,3-benzodiazepin-3-yl)-piperidin-1-yl]-pyrimidine-4-carboxylic acid), C1C=2N(CCN1)C=CC2 (1,2,3,4-tetrahydro-pyrrolo[1,2-a]pyrazine), TEA, CN(C)C(=[N+](C)C)ON1C2=C(C=CC=C2)N=N1.[B-](F)(F)(F)F (TBTU). Solvent: CN(C)C=O (DMF). Run at time 8 hour. Yields the product C1C=2N(CCN1C(=O)C1=CC(=NC=N1)N1CCC(CC1)N1C(NC3=C(CC1)C=C(C=C3)OC)=O)C=CC2 (3-{1-[6-(3,4-dihydro-1H-pyrrolo[1,2-a]pyrazine-2-carbonyl)-pyrimidin-4-yl]-piperidin-4-yl}-7-methoxy-1,3,4,5-tetrahydro-benzo[d][1,3]diazepin-2-one). RXN SMILES: [CH3:1][O:2][C:3]1[CH:4]=[CH:5][C:6]2[NH:12][C:11](=[O:13])[N:10]([CH:14]3[CH2:19][CH2:18][N:17]([C:20]4[N:25]=[CH:24][N:23]=[C:22]([C:26](O)=[O:27])[CH:21]=4)[CH2:16][CH2:15]3)[CH2:9][CH2:8][C:7]=2[CH:29]=1.[CH2:30]1[NH:35][CH2:34][CH2:33][N:32]2[CH:36]=[CH:37][CH:38]=[C:31]12.CN(C(ON1N=NC2C=CC=CC1=2)=[N+](C)C)C.[B-](F)(F)(F)F>CN(C=O)C>[CH2:30]1[N:35]([C:26]([C:22]2[N:23]=[CH:24][N:25]=[C:20]([N:17]3[CH2:18][CH2:19][CH:14]([N:10]4[CH2:9][CH2:8][C:7]5[CH:29]=[C:3]([O:2][CH3:1])[CH:4]=[CH:5][C:6]=5[NH:12][C:11]4=[O:13])[CH2:15][CH2:16]3)[CH:21]=2)=[O:27])[CH2:34][CH2:33][N:32]2[CH:36]=[CH:37][CH:38]=[C:31]12 |f:2.3|. Procedure details: 83 mg (0.21 mmol) 6-[4-(7-methoxy-2-oxo-1,2,4,5-tetrahydro-1,3-benzodiazepin-3-yl)-piperidin-1-yl]-pyrimidine-4-carboxylic acid and 37 mg (0.24 mmol) 1,2,3,4-tetrahydro-pyrrolo[1,2-a]pyrazine in 0.10 mL (0.72 mmol) TEA and 2.0 mL DMF were mixed with 77 mg (0.24 mmol) TBTU and the mixture was stirred overnight at RT. Then the reaction mixture was purified by preparative HPLC-MS. The product-containing fractions were combined, the acetonitrile was evaporated down and the residue was dried. Starting materials: [Br-], [Li]CCCC, COC(C)(C)OC(C)(C)OC, CN(C)P(=O)(N(C)C)N(C)C, COC(=O)CCCC=O, C1CCOC1, OCCC[P+](c1ccccc1)(c1ccccc1)c1ccccc1, O=S(=O)(O)O. The product is COC(=O)CCCC=CCCO. RXN SMILES: [Br-:12].[CH2:36]([Li:37])[CH2:38][CH2:39][CH3:40].[CH3:1][O:2][C:3]([O:4][C:5]([O:6][CH3:7])([CH3:8])[CH3:9])([CH3:10])[CH3:11].[CH3:60][N:61]([CH3:62])[P:63](=[O:64])([N:65]([CH3:66])[CH3:67])[N:68]([CH3:69])[CH3:70].[CH:41](=[O:42])[CH2:43][CH2:44][CH2:45][C:46](=[O:47])[O:48][CH3:49].[O:55]1[CH2:56][CH2:57][CH2:58][CH2:59]1.[OH:13][CH2:14][CH2:15][CH2:16][P+:17]([c:18]1[cH:19][cH:20][cH:21][cH:22][cH:23]1)([c:24]1[cH:25][cH:26][cH:27][cH:28][cH:29]1)[c:30]1[cH:31][cH:32][cH:33][cH:34][cH:35]1.[S:50](=[O:51])(=[O:52])([OH:53])[OH:54]>>[OH:13][CH2:14][CH2:15][CH:16]=[CH:41][CH2:43][CH2:44][CH2:45][C:46](=[O:47])[O:48][CH3:49]. Starting materials: N1(CCCCC1)CCCCCl (4-piperidinobutyl chloride), OC1=CC=2CC3=CC(=CC=C3C2C=C1)O (2,7-dihydroxyfluorene), C[O-].[Na+] (sodium methoxide). The solvent is C1(=CC=CC=C1)C (toluene), C1(=CC=CC=C1)C (toluene). Run at time 12 hour. Product: Cl.Cl.N1(CCCCC1)CCCCOC1=CC=2CC3=CC(=CC=C3C2C=C1)OCCCCN1CCCCC1 (2,7-bis(4-piperidinobutoxy)fluorene dihydrochloride). Reaction SMILES: [N:1]1([CH2:7][CH2:8][CH2:9][CH2:10][Cl:11])[CH2:6][CH2:5][CH2:4][CH2:3][CH2:2]1.O[C:13]1[CH:25]=[CH:24][C:23]2[C:22]3[C:17](=[CH:18][C:19]([OH:26])=[CH:20][CH:21]=3)[CH2:16][C:15]=2[CH:14]=1.[CH3:27][O-:28].[Na+]>C1(C)C=CC=CC=1>[ClH:11].[ClH:11].[N:1]1([CH2:7][CH2:8][CH2:9][CH2:27][O:28][C:13]2[CH:25]=[CH:24][C:23]3[C:22]4[C:17](=[CH:18][C:19]([O:26][CH2:10][CH2:9][CH2:8][CH2:7][N:1]5[CH2:6][CH2:5][CH2:4][CH2:3][CH2:2]5)=[CH:20][CH:21]=4)[CH2:16][C:15]=3[CH:14]=2)[CH2:6][CH2:5][CH2:4][CH2:3][CH2:2]1 |f:2.3,5.6.7|. Reported procedure: A solution of 13.1 g (0.075 mole) of 4-piperidinobutyl chloride in 100 ml of toluene is added to a mixture of 4.9 g (0.025 mole) of 2,7-dihydroxyfluorene and 2.7 g (0.05 mole) of sodium methoxide in 200 ml of toluene. The mixture is refluxed with stirring for 12 hours. Upon cooling, the mixture is filtered to remove the precipitated sodium chloride. The toluene solution is washed with water, then with sodium chloride solution and dried over anhydrous magnesium sulfate. This mixture is filtered a... Product: O=c1[nH]nc(Cl)c2cc(NCc3ccccc3-n3cccc3)ccc12. Starting materials: O=c1[nH]nc(Cl)c2cc(Br)ccc12, CC(C)(C)[O-], CCOC(C)=O, [Na+], O=C(C=Cc1ccccc1)C=Cc1ccccc1, O=C(C=Cc1ccccc1)C=Cc1ccccc1, O=C(C=Cc1ccccc1)C=Cc1ccccc1, [Pd], [Pd], NCc1ccccc1-n1cccc1. RXN SMILES: [Br:1][c:2]1[cH:3][c:4]2[c:5]([Cl:13])[n:6][nH:7][c:8](=[O:12])[c:9]2[cH:10][cH:11]1.[CH3:27][C:28]([CH3:29])([O-:30])[CH3:31].[CH3:33][CH2:34][O:35][C:36]([CH3:37])=[O:38].[Na+:32].[O:41]=[C:42]([CH:43]=[CH:44][c:45]1[cH:46][cH:47][cH:48][cH:49][cH:50]1)[CH:51]=[CH:52][c:53]1[cH:54][cH:55][cH:56][cH:57][cH:58]1.[O:59]=[C:60]([CH:61]=[CH:62][c:63]1[cH:64][cH:65][cH:66][cH:67][cH:68]1)[CH:69]=[CH:70][c:71]1[cH:72][cH:73][cH:74][cH:75][cH:76]1.[O:77]=[C:78]([CH:79]=[CH:80][c:81]1[cH:82][cH:83][cH:84][cH:85][cH:86]1)[CH:87]=[CH:88][c:89]1[cH:90][cH:91][cH:92][cH:93][cH:94]1.[Pd:39].[Pd:40].[n:14]1(-[c:19]2[c:20]([CH2:21][NH2:22])[cH:23][cH:24][cH:25][cH:26]2)[cH:15][cH:16][cH:17][cH:18]1>>[c:2]1([NH:22][CH2:21][c:20]2[c:19](-[n:14]3[cH:15][cH:16][cH:17][cH:18]3)[cH:26][cH:25][cH:24][cH:23]2)[cH:3][c:4]2[c:5]([Cl:13])[n:6][nH:7][c:8](=[O:12])[c:9]2[cH:10][cH:11]1. Reactants: [N-]=[N+]=[N-].[Na+] (sodium azide), FC(C(=O)O)(F)F (trifluoroacetic acid), C1(=CC=CC=C1)C (toluene), 11(a), C1(=CC=CC=C1)C (toluene), [OH-].[NH4+] (ammonium hydroxide). Conditions: temperature 0 celsius, time 4 hour. The product is NC1(CCCC1)C1CC1 (1-Amino-1-cyclopropylcyclopentane). As a reaction SMILES: [N-]=[N+]=[N-].[Na+].F[C:6](F)(F)C(O)=O.[OH-].[NH4+:13].[C:14]1([CH3:20])[CH:19]=[CH:18][CH:17]=[CH:16][CH:15]=1>>[NH2:13][C:17]1([CH:16]2[CH2:15][CH2:6]2)[CH2:18][CH2:19][CH2:14][CH2:20]1 |f:0.1,3.4|. Procedure details: To a solution of sodium azide (3.5 g, 54 mmol) in toluene (25 ml) under nitrogen at room temperature was added trifluoroacetic acid (4 ml, 53 mmol). The mixture was cooled to 0° C. and a solution of the compound of Preparation 11(a) (3.35 g, 26.5 mmol) in toluene (5 ml) was added, dropwise. The mixture was stirred for 4 hours and allowed to warm to room temperature. Concentrated ammonium hydroxide solution (25 ml) was then added. The toluene layer was separated and washed with water (2×20 ml). T... Starting materials: COC(CCCCCCCC1(OC(CC1)(C(OC)OC)OC)OC)=O (8-(2,5-Dimethoxy-5-dimethoxymethyl-tetrahydro-2-furyl)-octanoic acid methyl ester), CC(=O)C (acetone), C1(=CC=C(C=C1)S(=O)(=O)O)C (p-toluenesulfonic acid). The solvent is O (water). Yields the product COC(CCCCCCCC(CCC(C(OC)OC)=O)=O)=O (13,13-dimethoxy-9,12-dioxo-tridecanoic acid methyl ester). Isolated yield 93.7%. Reaction SMILES: [CH3:1][O:2][C:3](=[O:25])[CH2:4][CH2:5][CH2:6][CH2:7][CH2:8][CH2:9][CH2:10][C:11]1(OC)[CH2:15][CH2:14][C:13]([O:21]C)([CH:16]([O:19][CH3:20])[O:17][CH3:18])[O:12]1.CC(C)=O.C1(C)C=CC(S(O)(=O)=O)=CC=1>O>[CH3:1][O:2][C:3](=[O:25])[CH2:4][CH2:5][CH2:6][CH2:7][CH2:8][CH2:9][CH2:10][C:11](=[O:12])[CH2:15][CH2:14][C:13](=[O:21])[CH:16]([O:19][CH3:20])[O:17][CH3:18]. Procedure: 8-(2,5-Dimethoxy-5-dimethoxymethyl-tetrahydro-2-furyl)-octanoic acid methyl ester (1.00 g, 0.0028 mole), 20 ml of acetone and p-toluenesulfonic acid (0.002 g) were stirred for 2 hours at room temperature. The clear solution was poured into cold water (100 ml, 0° C) and extracted with two 50-ml portions of ether. The combined ethereal extracts were washed with 6% aqueous sodium hydrogen carbonate (30 ml) and then with two 50-ml portions of water, dried with magnesium sulfate, and evaporated to dr...